This data is from the Open Reaction Database (ORD), a public repository of structured organic reaction records. The task is: describe an organic reaction: reactants, conditions, products, and yield Reactants: C1(=CC=CC=C1)N1CCC(=CC1)C=1C=C2CC(NC2=CC1)=O (5-(1-phenyl-1,2,3,6-tetrahydropyridin-4-yl)indolin-2-one). Reagents/catalysts: [Pd] (Pd/C). Solvent: C1CCOC1 (THF), CO (MeOH). Reaction conditions: time 2 hour. Yields the product C1(=CC=CC=C1)N1CCC(CC1)C=1C=C2CC(NC2=CC1)=O (5-(1-phenylpiperidin-4-yl)indolin-2-one). The yield is 67.1%. As a reaction SMILES: [C:1]1([N:7]2[CH2:12][CH:11]=[C:10]([C:13]3[CH:14]=[C:15]4[C:19](=[CH:20][CH:21]=3)[NH:18][C:17](=[O:22])[CH2:16]4)[CH2:9][CH2:8]2)[CH:6]=[CH:5][CH:4]=[CH:3][CH:2]=1>C1COCC1.CO.[Pd]>[C:1]1([N:7]2[CH2:12][CH2:11][CH:10]([C:13]3[CH:14]=[C:15]4[C:19](=[CH:20][CH:21]=3)[NH:18][C:17](=[O:22])[CH2:16]4)[CH2:9][CH2:8]2)[CH:2]=[CH:3][CH:4]=[CH:5][CH:6]=1. Procedure: To a solution of 5-(1-phenyl-1,2,3,6-tetrahydropyridin-4-yl)indolin-2-one (75.8 mg, 0.261 mmol) in THF (3 ml) and MeOH (3 ml) was added 10% Pd/C (210 mg) and stirred at room temperature under H2 (1 atom) atmosphere for 2 h. The reaction mixture was filtered through a Celite pad and concentrated. The residue was purified by column chromatography (CHCl3/MeOH) to afford 5-(1-phenylpiperidin-4-yl)indolin-2-one (51.2 mg) as mixture of triphenylphosphine oxide.